Dataset: the Open Reaction Database (ORD), a public repository of structured organic reaction records. Task: describe an organic reaction: reactants, conditions, products, and yield Starting materials: FC1=C(C=C(C(=C1)[N+](=O)[O-])OC)CO ((2-fluoro-5-methoxy-4-nitrophenyl)methanol), FC1=C(C=C(C(=C1)[N+](=O)[O-])OC)CO ((2-fluoro-5-methoxy-4-nitrophenyl)methanol), S(=O)(Cl)Cl (Thionyl chloride). The solvent is C(Cl)Cl (DCM). The product is ClCC1=C(C=C(C(=C1)OC)[N+](=O)[O-])F (1-(chloromethyl)-2-fluoro-5-methoxy-4-nitrobenzene). As a reaction SMILES: [F:1][C:2]1[CH:7]=[C:6]([N+:8]([O-:10])=[O:9])[C:5]([O:11][CH3:12])=[CH:4][C:3]=1[CH2:13]O.S(Cl)([Cl:17])=O>C(Cl)Cl>[Cl:17][CH2:13][C:3]1[CH:4]=[C:5]([O:11][CH3:12])[C:6]([N+:8]([O-:10])=[O:9])=[CH:7][C:2]=1[F:1]. Reported procedure: A solution of (2-fluoro-5-methoxy-4-nitrophenyl)methanol (Compound 130D, 1.45 g, 7.21 mmol) in anhydrous DCM (17.0 mL) was charged with Thionyl chloride (1.055 mL, 14.5 mmol). and stirred while refluxing for 16 h. The reaction mixture was concentrated under reduced pressure to yield a brown solid. This material was used without any further purification. 1H NMR (CDCl3, 400 MHz): δ=3.99 (s, 3 H), 4.65 (d, J=1.01 Hz, 2 H), 7.19 (d, J=5.81 Hz, 1 H), 7.65 (d, J=8.84 Hz, 1 H). The reactants are CN1CCOCC1 (N-methylmorpholine), C(C)(C)(C)OC(=O)ON=C(C#N)C1=CC=CC=C1 (2-t-butoxycarbonyloxyimino-2-phenylacetonitrile), NCCCC(=O)O (4-Aminobutyric acid). Run in CC(=O)C (acetone), O (water). Reaction conditions: time 8 hour. Yields the product C1(CCCCC1)NC1CCCCC1 (N,N-dicyclohexylamine). The yield is 79.0%. RXN SMILES: [NH2:1][CH2:2][CH2:3][CH2:4][C:5](O)=O.CN1CCO[CH2:11][CH2:10]1.C(OC(ON=C([C:27]1[CH:32]=[CH:31][CH:30]=[CH:29][CH:28]=1)C#N)=O)(C)(C)C>O.CC(C)=O>[CH:2]1([NH:1][CH:27]2[CH2:32][CH2:31][CH2:30][CH2:29][CH2:28]2)[CH2:11][CH2:10][CH2:5][CH2:4][CH2:3]1. Procedure details: 4-Aminobutyric acid (5.16 g) was dissolved in 20 ml of water. To the resulting solution were added 8.4 ml of N-methylmorpholine and 11.08 g of 2-t-butoxycarbonyloxyimino-2-phenylacetonitrile in 50 ml of acetone. After stirring the resulting mixture overnight at room temperature, about a half of the solvent was distilled off. Water and ethyl acetate were added thereto and thoroughly mixed to separate the solution. The aqueous phase was washed with ethyl acetate, combined with the organic phase, a...